Dataset: the Open Reaction Database (ORD), a public repository of structured organic reaction records. Task: describe an organic reaction: reactants, conditions, products, and yield The reactants are [BH4-], COc1cc(C=O)ccc1OCc1cn(-c2ccccn2)nc1C, [Na+], C1CCOC1, O. The product is COc1cc(CO)ccc1OCc1cn(-c2ccccn2)nc1C. RXN SMILES: [BH4-:25].[CH3:1][O:2][c:3]1[cH:4][c:5]([CH:6]=[O:7])[cH:8][cH:9][c:10]1[O:11][CH2:12][c:13]1[c:14]([CH3:24])[n:15][n:16](-[c:18]2[n:19][cH:20][cH:21][cH:22][cH:23]2)[cH:17]1.[Na+:26].[O:28]1[CH2:29][CH2:30][CH2:31][CH2:32]1.[OH2:27]>>[CH3:1][O:2][c:3]1[cH:4][c:5]([CH2:6][OH:7])[cH:8][cH:9][c:10]1[O:11][CH2:12][c:13]1[c:14]([CH3:24])[n:15][n:16](-[c:18]2[n:19][cH:20][cH:21][cH:22][cH:23]2)[cH:17]1.